Dataset: the Open Reaction Database (ORD), a public repository of structured organic reaction records. Task: describe an organic reaction: reactants, conditions, products, and yield Reactants: FC(C(=O)O)(F)F.C(C)(=O)SCC(C(=O)N[C@@H](CCCCN)C(=O)O)CCCN (Nα -(2-acetylthiomethyl-5-aminopentanoyl)-L-lysine trifluoroacetate), C(C)(=O)SCC(C(=O)N[C@@H](CCCNC(N)=N)C(=O)O)CCCN (Nα -(2-acetylthiomethyl-5-aminopentanoyl)-L-arginine). Yields the product NCCCC(C(=O)N[C@@H](CCCCN)C(=O)O)CS (Nα -(5-amino-2-mercaptomethylpentanoyl)-L-lysine). As a reaction SMILES: FC(F)(F)C(O)=O.C([S:11][CH2:12][CH:13]([CH2:26][CH2:27][CH2:28][NH2:29])[C:14]([NH:16][C@H:17]([C:23]([OH:25])=[O:24])[CH2:18][CH2:19][CH2:20][CH2:21][NH2:22])=[O:15])(=O)C.C(SCC(CCCN)C(N[C@H](C(O)=O)CCCNC(=N)N)=O)(=O)C>>[NH2:29][CH2:28][CH2:27][CH2:26][CH:13]([CH2:12][SH:11])[C:14]([NH:16][C@H:17]([C:23]([OH:25])=[O:24])[CH2:18][CH2:19][CH2:20][CH2:21][NH2:22])=[O:15] |f:0.1|. Reported procedure: By substituting Nα -(2-acetylthiomethyl-5-aminopentanoyl)-L-lysine trifluoroacetate for the Nα -(2-acetylthiomethyl-5-aminopentanoyl)-L-arginine in the procedure of Example 31, Nα -(5-amino-2-mercaptomethylpentanoyl)-L-lysine is obtained. Reactants: C(CC)[Mg]Br (1-propylmagnesium bromide), C(C(C)C)C1=CC=C(C(=O)C(=O)OCC)C=C1 (ethyl 4-isobutylbenzoylformate), OC=1C(OC(C1O)(C1=CC=CC=C1)C)=O (3,4-dihydroxy-5-methyl-5-phenyl-2(5H)-furanone). The solvent is C1CCOC1 (THF). Product: OC1=C(C(OC1(CCC)C1=CC=C(C=C1)CC(C)C)=O)OCC1=CC=CC=C1 (4-hydroxy-5-(4-isobutylphenyl)-3-phenylmethoxy-5-(1-propyl)-2(5H)-furanone). As a reaction SMILES: [CH2:1]([Mg]Br)[CH2:2][CH3:3].[CH2:6]([C:10]1[CH:22]=[CH:21][C:13]([C:14]([C:16]([O:18]CC)=O)=[O:15])=[CH:12][CH:11]=1)[CH:7]([CH3:9])[CH3:8].[OH:23][C:24]1[C:25](=O)[O:26][C:27](C)([C:30]2[CH:35]=[CH:34][CH:33]=[CH:32][CH:31]=2)C=1O>C1COCC1>[OH:18][C:16]1[C:14]([C:13]2[CH:12]=[CH:11][C:10]([CH2:6][CH:7]([CH3:8])[CH3:9])=[CH:22][CH:21]=2)([CH2:1][CH2:2][CH3:3])[O:15][C:24](=[O:23])[C:25]=1[O:26][CH2:27][C:30]1[CH:35]=[CH:34][CH:33]=[CH:32][CH:31]=1. Reported procedure: A total of 5.2 mL (10.4 mmol) of 2.0M 1-propylmagnesium bromide was added to a solution of 2.3 g (10 mmol) of ethyl 4-isobutylbenzoylformate in THF in an analogous manner as described for the synthesis of 3,4-dihydroxy-5-methyl-5-phenyl-2(5H)-furanone to provide 4-hydroxy-5-(4-isobutylphenyl)-3-phenylmethoxy-5-(1-propyl)-2(5H)-furanone as an oil, which was purified over SiO2 using acetone/hexanes (1/4). As a reaction SMILES: C([Sn](CCCC)(CCCC)[C:6]([O:8]CC)=[CH2:7])CCC.Br[C:20]1[C:21]([CH3:29])=[C:22]([C:25]([F:28])=[CH:26][CH:27]=1)[C:23]#[N:24].C1COCC1.C1C(=O)N([Br:42])C(=O)C1>O1CCOCC1.[Pd].O>[Br:42][CH2:8][C:6]([C:20]1[C:21]([CH3:29])=[C:22]([C:25]([F:28])=[CH:26][CH:27]=1)[C:23]#[N:24])=[O:7]. The reagents and catalysts are [Pd] (palladium). The solvent is O (Water), O1CCOCC1 (Dioxane). The product is BrCC(=O)C=1C(=C(C#N)C(=CC1)F)C (3-(2-Bromo-acetyl)-6-fluoro-2-methyl-benzonitrile). Procedure: Degassed tributyl(1-ethoxyvinyl)tin (200 mL, 591 mmol) was added to a stirred, room temperature mixture of 3-Bromo-6-fluoro-2-methyl-benzonitrile (115 g, 537 mmol) and cis-PdCl2(PPh3)2(18.9 g, 26.9 mmol) in degassed Dioxane (1149 mL) and the mixture was stirred at 100° C. for 22 hours. By this time HPLC showed complete conversion of starting material (requires at least 12 hours), completion of the reaction can be seen by plating of palladium metal onto the side of the flask. At this time the rea... Conditions: temperature 100 celsius, time 22 hour. The reactants are C1CCOC1 (THF), C(CCC)[Sn](C(=C)OCC)(CCCC)CCCC (tributyl(1-ethoxyvinyl)tin), C1CC(=O)N(C1=O)Br (NBS), BrC=1C(=C(C#N)C(=CC1)F)C (3-Bromo-6-fluoro-2-methyl-benzonitrile), cis-PdCl2(PPh3)2. Starting materials: COC(CCCOC1=C(C=C(C(=C1)[N+](=O)[O-])CO)OC)=O (4-(4-hydroxymethyl-2-methoxy-5-nitrophenoxy)butyric acid methyl ester), [OH-].[Na+] (NaOH), O (H2O), Cl (HCl). The solvent is CO (MeOH), C(Cl)(Cl)Cl (CHCl3), C(C)(=O)O (Acetic acid), CO (methanol). The product is OCC1=CC(=C(OCCCC(=O)O)C=C1[N+](=O)[O-])OC (4-(4-hydroxymethyl-2-methoxy-5-nitrophenoxy)butyric acid). Isolated yield 90.1%. RXN SMILES: C[O:2][C:3](=[O:21])[CH2:4][CH2:5][CH2:6][O:7][C:8]1[CH:13]=[C:12]([N+:14]([O-:16])=[O:15])[C:11]([CH2:17][OH:18])=[CH:10][C:9]=1[O:19][CH3:20].[OH-].[Na+].O.Cl>CO.C(Cl)(Cl)Cl.C(O)(=O)C>[OH:18][CH2:17][C:11]1[C:12]([N+:14]([O-:16])=[O:15])=[CH:13][C:8]([O:7][CH2:6][CH2:5][CH2:4][C:3]([OH:21])=[O:2])=[C:9]([O:19][CH3:20])[CH:10]=1 |f:1.2|. Reported procedure: A solution of the ester (50)(10.00 g, 33.4 mmol) in methanol (100 mL) was added dropwise to a stirring solution of 1M NaOH (100 mL) and H2O (50 mL). TLC (1:10:100 Acetic acid: MeOH: CHCl3) after 16 hours revealed the complete loss of starting material. The solution was acidified to pH1 with conc. HCl. The resulting yellow precipitate was collected by vacuum filtration to provide the product (51) as a yellow solid (8.58 g, 90%). MP=172-175° C. 1H NMR (250 MHz, CDCl3) δ 7.71 (s, 1H), 7.40 (s, 1H),... Starting materials: ClC(=O)C(C(=O)OCC)C (ethyl 2-chloroformylpropionate), C(C)(=S)N (thioacetamide). Solvent: CC(=O)C (acetone). Conditions: temperature 56 celsius, time 6 hour. The product is CC=1SC(=CN1)C(=O)OCC (ethyl 2-methyl-1,3-thiazole-5-carboxylate). Yield: 32.0%. Reaction SMILES: ClC([CH:4]([CH3:10])[C:5]([O:7][CH2:8][CH3:9])=[O:6])=O.[C:11]([NH2:14])(=[S:13])[CH3:12]>CC(C)=O>[CH3:12][C:11]1[S:13][C:4]([C:5]([O:7][CH2:8][CH3:9])=[O:6])=[CH:10][N:14]=1. Reported procedure: Under nitrogen atmosphere, a solution of KOtBu (11.5 g) in THF (203 mL) was cooled to 0° C., and thereto were added dropwise ethyl chloroacetate (12.5 g) and ethyl formate (7.60 g) in THF (40 mL). After the addition, the mixture was stirred at 0° C. for 3 hours, and further stirred at room temperature for 16 hours. Water and a 6N aqueous hydrochloric acid solution were added to the mixture, and the mixture was extracted with Et2O, and dried over MgSO4. The solvent was evaporated under reduced pr... Reactants: CS(C)=O, CCN(C(C)C)C(C)C, CC(C)N1CCC(c2nc3cc(-c4ccc(F)cc4F)nc(Cl)n3n2)CC1, Cl, Cl, N#Cc1ccc(NC2CCCNC2)nc1N. The product is CC(C)N1CCC(c2nc3cc(-c4ccc(F)cc4F)nc(N4CCCC(Nc5ccc(C#N)c(N)n5)C4)n3n2)CC1. RXN SMILES: [CH3:55][S:56]([CH3:57])=[O:58].[CH:46]([N:47]([CH2:48][CH3:49])[CH:50]([CH3:51])[CH3:52])([CH3:53])[CH3:54].[Cl:2][c:3]1[n:4][c:5](-[c:21]2[c:22]([F:28])[cH:23][c:24]([F:27])[cH:25][cH:26]2)[cH:6][c:7]2[n:8]1[n:9][c:10]([CH:12]1[CH2:13][CH2:14][N:15]([CH:18]([CH3:19])[CH3:20])[CH2:16][CH2:17]1)[n:11]2.[ClH:1].[ClH:29].[NH2:30][c:31]1[n:32][c:33]([NH:39][CH:40]2[CH2:41][NH:42][CH2:43][CH2:44][CH2:45]2)[cH:34][cH:35][c:36]1[C:37]#[N:38]>>[c:3]1([N:42]2[CH2:41][CH:40]([NH:39][c:33]3[n:32][c:31]([NH2:30])[c:36]([C:37]#[N:38])[cH:35][cH:34]3)[CH2:45][CH2:44][CH2:43]2)[n:4][c:5](-[c:21]2[c:22]([F:28])[cH:23][c:24]([F:27])[cH:25][cH:26]2)[cH:6][c:7]2[n:8]1[n:9][c:10]([CH:12]1[CH2:13][CH2:14][N:15]([CH:18]([CH3:19])[CH3:20])[CH2:16][CH2:17]1)[n:11]2. Reactants: C(C)(C)(C)[Li] (tertiarybutyl lithium), ((CH3)3C)Li, P(Cl)(Cl)Cl (phosphorus trichloride), C[N-]C.[Li+] (lithium dimethylamide), P(N(C)C)(N(C)C)Cl (P(NMe2)2Cl), P(Cl)(Cl)Cl (PCl3), [Li]N(C)C (LiNMe2), C(C)(C)(C)[Li] (tertiarybutyllithium), CN(C)P(N(C)C)Cl (bis(dimethylamino)phosphoruschloride), P(Cl)(Cl)Cl (PCl3). Solvent: CCCCCC (hexane), CN(C)P(N(C)C)N(C)C (trisdimethylaminophosphine), C(C)OCC (diethylether), CN(C)P(N(C)C)N(C)C (Trisdimethylaminophosphine), CCCCCC (hexane), C(C)OCC (diethylether), C(C)OCC (diethylether), P(N(C)C)(N(C)C)N(C)C (P(NMe2)3). Run at temperature 0 celsius. Product: C(C)(C)(C)P(N(C)C)N(C)C (Tertiarybutylbis(dimethylamino)phosphine). Isolated yield 69.0%. RXN SMILES: [C:1]([Li])([CH3:4])([CH3:3])[CH3:2].[CH3:6][N:7]([P:9](Cl)[N:10]([CH3:12])[CH3:11])[CH3:8].P(Cl)(Cl)Cl.C[N-]C.[Li+]>C(OCC)C.CCCCCC.P(N(C)C)(N(C)C)N(C)C>[C:1]([P:9]([N:10]([CH3:12])[CH3:11])[N:7]([CH3:8])[CH3:6])([CH3:4])([CH3:3])[CH3:2] |f:3.4|. Procedure: Tertiarybutylbis(dimethylamino)phosphine was prepared according to Reaction Scheme #2 by reaction of tertiarybutyllithium with bis(dimethylamino)phosphoruschloride which had been prepared from the reaction of neat trisdimethylaminophosphine and phosphorustrichlioride. Trisdimethylaminophosphine was prepared from the reaction of phosphorus trichloride with three equivalents of lithium dimethylamide in diethylether at 0° C. A solution of 88.4 g (0.64 mol) PCl3 in 50 ml diethylether was added dropw... Starting materials: Cc1nc(CCl)cs1, [H-], [Na+], CN(C)C=O, CCOP(=O)(CO)OCC. The product is CCOP(=O)(COCc1csc(C)n1)OCC. RXN SMILES: [CH3:13][c:14]1[s:15][cH:16][c:17]([CH2:19][Cl:20])[n:18]1.[H-:11].[Na+:12].[O:21]=[CH:22][N:23]([CH3:24])[CH3:25].[OH:1][CH2:2][P:3]([O:4][CH2:5][CH3:6])([O:7][CH2:8][CH3:9])=[O:10]>>[O:1]([CH2:2][P:3]([O:4][CH2:5][CH3:6])([O:7][CH2:8][CH3:9])=[O:10])[CH2:19][c:17]1[cH:16][s:15][c:14]([CH3:13])[n:18]1.